describe an organic reaction: reactants, conditions, products, and yield From a dataset of the Open Reaction Database (ORD), a public repository of structured organic reaction records. RXN SMILES: [Br:1][C:2]1[CH:7]=[CH:6][C:5](Br)=[CH:4][N:3]=1.[CH2:9]([Li])[CH2:10][CH2:11][CH3:12].[CH:14]1([Si:20](C)([CH3:22])Cl)CCCCC1.O.[CH2:25](OCC)[CH3:26]>>[Br:1][C:2]1[C:7]([SiH:20]([CH3:22])[CH3:14])=[CH:6][C:5]([CH:9]2[CH2:26][CH2:25][CH2:12][CH2:11][CH2:10]2)=[CH:4][N:3]=1. Reactants: C1(CCCCC1)[Si](Cl)(C)C (cyclohexyldimethylchlorosilane), C(C)OCC (diethyl ether), O (water), C(C)OCC (diethyl ether), C(CCC)[Li] (butyl lithium), O (water), BrC1=NC=C(C=C1)Br (2,5-dibromopyridine), C(C)OCC (diethyl ether). Procedure: To a reaction container equipped with a dropping funnel, 24 g of 2,5-dibromopyridine and 270 ml of diethyl ether were added. The obtained solution was cooled at −70° C. and then, 62.93 mL of butyl lithium (1.61 M/hexane solution) was added dropwise thereto. The obtained mixture was stirred for 2 hours and then, a solution obtained by dissolving 18.75 mL of cyclohexyldimethylchlorosilane in 18.6 mL of diethyl ether was added dropwise thereto. The obtained mixture was stirred for 4 hours and then,... Product: BrC1=NC=C(C=C1[SiH](C)C)C1CCCCC1 (2-bromo-5-cyclohexyldimethylsilylpyridine). Reaction conditions: temperature -70 celsius, time 2 hour.